This data is from the Open Reaction Database (ORD), a public repository of structured organic reaction records. The task is: describe an organic reaction: reactants, conditions, products, and yield The product is COC(=O)C(O)Cn1c2ccc(Br)cc2c2cc(Br)ccc21. RXN SMILES: [Br:1][c:2]1[cH:3][cH:4][c:5]2[nH:6][c:7]3[cH:8][cH:9][c:10]([Br:15])[cH:11][c:12]3[c:13]2[cH:14]1.[C:18]([CH:19]1[CH2:20][O:21]1)(=[O:22])[O:23][CH3:24].[H-:17].[Na+:16].[O:25]=[CH:26][N:27]([CH3:28])[CH3:29]>>[Br:1][c:2]1[cH:3][cH:4][c:5]2[n:6]([CH2:20][CH:19]([C:18](=[O:22])[O:23][CH3:24])[OH:21])[c:7]3[cH:8][cH:9][c:10]([Br:15])[cH:11][c:12]3[c:13]2[cH:14]1. Reactants: Brc1ccc2[nH]c3ccc(Br)cc3c2c1, COC(=O)C1CO1, [H-], [Na+], CN(C)C=O. Reactants: BrC1=CC=C(C=C1)C[C@@H](C(=O)O)NC(=O)OC(C)(C)C ((S)-3-(4-bromophenyl)-2-(tert-butoxycarbonylamino)propanoic acid), CC=1C=C(C=CC1)B(O)O (3-methylphenylboronic acid), NaCO3. Reagents/catalysts: C=1C=CC(=CC1)[P](C=2C=CC=CC2)(C=3C=CC=CC3)[Pd]([P](C=4C=CC=CC4)(C=5C=CC=CC5)C=6C=CC=CC6)([P](C=7C=CC=CC7)(C=8C=CC=CC8)C=9C=CC=CC9)[P](C=1C=CC=CC1)(C=1C=CC=CC1)C=1C=CC=CC1 (Pd(PPh3)4). The solvent is COCCOC (1,2-dimethoxyethane), CCOC(=O)C (EtOAc). Product: C(C)(C)(C)OC(=O)N[C@H](C(=O)O)CC1=CC=C(C=C1)C1=CC(=CC=C1)C ((S)-2-(tert-butoxycarbonylamino)-3-(3′-methylbiphenyl-4-yl)propanoic acid). Reaction SMILES: Br[C:2]1[CH:7]=[CH:6][C:5]([CH2:8][C@H:9]([NH:13][C:14]([O:16][C:17]([CH3:20])([CH3:19])[CH3:18])=[O:15])[C:10]([OH:12])=[O:11])=[CH:4][CH:3]=1.[CH3:21][C:22]1[CH:23]=[C:24](B(O)O)[CH:25]=[CH:26][CH:27]=1>COCCOC.CCOC(C)=O.C1C=CC([P]([Pd]([P](C2C=CC=CC=2)(C2C=CC=CC=2)C2C=CC=CC=2)([P](C2C=CC=CC=2)(C2C=CC=CC=2)C2C=CC=CC=2)[P](C2C=CC=CC=2)(C2C=CC=CC=2)C2C=CC=CC=2)(C2C=CC=CC=2)C2C=CC=CC=2)=CC=1>[C:17]([O:16][C:14]([NH:13][C@@H:9]([CH2:8][C:5]1[CH:6]=[CH:7][C:2]([C:26]2[CH:25]=[CH:24][CH:23]=[C:22]([CH3:21])[CH:27]=2)=[CH:3][CH:4]=1)[C:10]([OH:12])=[O:11])=[O:15])([CH3:20])([CH3:19])[CH3:18] |^1:46,48,67,86|. Procedure: (S)-3-(4-bromophenyl)-2-(tert-butoxycarbonylamino)propanoic acid (2.0 g, 5.81 mmol), 3-methylphenylboronic acid (0.948 g, 6.97 mmol), Pd(PPh3)4 (0.336 g, 0.291 mmol) and 2M NaCO3 aqueous solution (4.36 mL) were stirred in 1,2-dimethoxyethane (30 mL) at 80° C. for 2.5 hours. After being cooled to room temperature, the reaction mixture was diluted with EtOAc and washed with 1M HCl and brine. The organic layer was dried over Na2SO4, concentrated under reduced pressure, and purified by silica gel fl... Reaction SMILES: [CH3:13][S:14](=[O:15])(=[O:16])[c:17]1[cH:18][c:19]([C:29](=[O:30])[OH:31])[c:20](-[c:23]2[cH:24][cH:25][cH:26][cH:27][cH:28]2)[cH:21][cH:22]1.[c:1]1([N:7]2[CH2:8][CH2:9][NH:10][CH2:11][CH2:12]2)[cH:2][cH:3][cH:4][cH:5][cH:6]1>>[c:1]1([N:7]2[CH2:8][CH2:9][N:10]([C:29]([c:19]3[cH:18][c:17]([S:14]([CH3:13])(=[O:15])=[O:16])[cH:22][cH:21][c:20]3-[c:23]3[cH:24][cH:25][cH:26][cH:27][cH:28]3)=[O:30])[CH2:11][CH2:12]2)[cH:2][cH:3][cH:4][cH:5][cH:6]1. Reactants: CS(=O)(=O)c1ccc(-c2ccccc2)c(C(=O)O)c1, c1ccc(N2CCNCC2)cc1. The product is CS(=O)(=O)c1ccc(-c2ccccc2)c(C(=O)N2CCN(c3ccccc3)CC2)c1. Procedure details: This compound was prepared according to the procedure of example 66, substituting 3-(3-benzyl-8-trifluoromethyl-quinolin-4-yl)-phenylamine and 3-chloro-2-fluoro-6-trifluoro methyl-benzaldehyde. MS (ESI) m/z 587. Product: C(C1=CC=CC=C1)C=1C=NC2=C(C=CC=C2C1C=1C=C(C=CC1)NCC1=C(C(=CC=C1C(F)(F)F)Cl)F)C(F)(F)F ({3-[3-BENZYL-8-(TRIFLUOROMETHYL)QUINOLIN-4-YL]PHENYL}[3-CHLORO-2-FLUORO-6-(TRIFLUOROMETHYL)BENZYL]AMINE). Reactants: C(C1=CC=CC=C1)C=1C=NC2=C(C=CC=C2C1C=1C=C(C=CC1)N)C(F)(F)F (3-(3-benzyl-8-trifluoromethyl-quinolin-4-yl)-phenylamine), ClC=1C(=C(C=O)C(=CC1)C(F)(F)F)F (3-chloro-2-fluoro-6-trifluoro methyl-benzaldehyde). Reaction SMILES: [CH2:1]([C:8]1[CH:9]=[N:10][C:11]2[C:16]([C:17]=1[C:18]1[CH:19]=[C:20]([NH2:24])[CH:21]=[CH:22][CH:23]=1)=[CH:15][CH:14]=[CH:13][C:12]=2[C:25]([F:28])([F:27])[F:26])[C:2]1[CH:7]=[CH:6][CH:5]=[CH:4][CH:3]=1.[Cl:29][C:30]1[C:31]([F:42])=[C:32]([C:35]([C:38]([F:41])([F:40])[F:39])=[CH:36][CH:37]=1)[CH:33]=O>>[CH2:1]([C:8]1[CH:9]=[N:10][C:11]2[C:16]([C:17]=1[C:18]1[CH:19]=[C:20]([NH:24][CH2:33][C:32]3[C:35]([C:38]([F:41])([F:40])[F:39])=[CH:36][CH:37]=[C:30]([Cl:29])[C:31]=3[F:42])[CH:21]=[CH:22][CH:23]=1)=[CH:15][CH:14]=[CH:13][C:12]=2[C:25]([F:28])([F:26])[F:27])[C:2]1[CH:3]=[CH:4][CH:5]=[CH:6][CH:7]=1. The reactants are CC(=O)c1cc2c(-c3cc(C(C)C)cc(C(C)C)c3OCC(F)(F)F)cccc2s1, CCOC(=O)CP(=O)(OCC)OCC, [H-], [Na+], CN(C)C=O, O. Yields the product CCOC(=O)C=C(C)c1cc2c(-c3cc(C(C)C)cc(C(C)C)c3OCC(F)(F)F)cccc2s1. RXN SMILES: [C:17]([CH3:18])(=[O:19])[c:20]1[cH:21][c:22]2[c:23]([s:24]1)[cH:25][cH:26][cH:27][c:28]2-[c:29]1[c:30]([O:41][CH2:42][C:43]([F:44])([F:45])[F:46])[c:31]([CH:38]([CH3:39])[CH3:40])[cH:32][c:33]([CH:35]([CH3:36])[CH3:37])[cH:34]1.[CH3:3][CH2:4][O:5][C:6](=[O:7])[CH2:8][P:9]([O:10][CH2:11][CH3:12])([O:13][CH2:14][CH3:15])=[O:16].[H-:2].[Na+:1].[O:48]=[CH:49][N:50]([CH3:51])[CH3:52].[OH2:47]>>[CH3:3][CH2:4][O:5][C:6](=[O:7])[CH:8]=[C:17]([CH3:18])[c:20]1[cH:21][c:22]2[c:23]([s:24]1)[cH:25][cH:26][cH:27][c:28]2-[c:29]1[c:30]([O:41][CH2:42][C:43]([F:44])([F:45])[F:46])[c:31]([CH:38]([CH3:39])[CH3:40])[cH:32][c:33]([CH:35]([CH3:36])[CH3:37])[cH:34]1.